Dataset: the Open Reaction Database (ORD), a public repository of structured organic reaction records. Task: describe an organic reaction: reactants, conditions, products, and yield Reactants: ( 3.7 ), NC=1SC(=NN1)SCCCCCC (2-amino-5-hexylthio-1,3,4-thiadiazole), C(C1=CC=CC=C1)(=O)CC(=O)OCC (ethyl benzoylacetate), polyphosphoric acid, C(Cl)(Cl)Cl (chloroform). The solvent is O (water). Run at time 30 minute. Product: C(CCCCC)SC1=NN2C(=NC(=CC2=O)C2=CC=CC=C2)S1 (2-hexylthio-7-phenyl-5H-1,3,4-thiadiazolo[3,2-a]pyrimidin-5-one). Yield: 99.0%. As a reaction SMILES: [NH2:1][C:2]1[S:3][C:4]([S:7][CH2:8][CH2:9][CH2:10][CH2:11][CH2:12][CH3:13])=[N:5][N:6]=1.[C:14]([CH2:22][C:23](OCC)=[O:24])(=O)[C:15]1[CH:20]=[CH:19][CH:18]=[CH:17][CH:16]=1.C(Cl)(Cl)Cl>O>[CH2:8]([S:7][C:4]1[S:3][C:2]2=[N:1][C:14]([C:15]3[CH:20]=[CH:19][CH:18]=[CH:17][CH:16]=3)=[CH:22][C:23](=[O:24])[N:6]2[N:5]=1)[CH2:9][CH2:10][CH2:11][CH2:12][CH3:13]. Reported procedure: Three point seven (3.7) grams of 2-amino-5-hexylthio-1,3,4-thiadiazole, 3.4 g of ethyl benzoylacetate and 5 g of polyphosphoric acid were mixed and stirred at 130°-140° C. for 30 minutes. After cooling, chloroform and water were added to the mixture and extraction was carried out. The organic layer was washed with a sodium hydrogen carbonate aqueous solution and water respectively and dried over anhydrous sodium sulfate. The solvent was distilled off and thus 5.5 g of 2-hexylthio-7-phenyl-5H-1,3... As a reaction SMILES: Cl.[CH2:2]([N:4]([CH2:41][CH3:42])[C:5]1[N:10]=[C:9]([NH:11][CH:12]([CH2:16][C:17]2[CH:22]=[CH:21][C:20]([O:23][C:24](=[O:28])[N:25]([CH3:27])[CH3:26])=[CH:19][CH:18]=2)[C:13]([OH:15])=[O:14])[C:8]([NH:29][CH2:30][S:31]([C:34]2[CH:39]=[CH:38][C:37]([F:40])=[CH:36][CH:35]=2)(=[O:33])=[O:32])=[CH:7][N:6]=1)[CH3:3].C(OC(=O)C(NC1C(NCS(C2C=CC(F)=CC=2)(=O)=O)=CN=C(N(CC)CC)N=1)CC1C=CC(OC(=O)N(C)C)=CC=1)(C)(C)C.Cl>C(O)=O>[CH2:41]([N:4]([CH2:2][CH3:3])[C:5]1[N:10]=[C:9]([NH:11][CH:12]([CH2:16][C:17]2[CH:22]=[CH:21][C:20]([O:23][C:24](=[O:28])[N:25]([CH3:26])[CH3:27])=[CH:19][CH:18]=2)[C:13]([OH:15])=[O:14])[C:8]([NH:29][CH2:30][S:31]([C:34]2[CH:39]=[CH:38][C:37]([F:40])=[CH:36][CH:35]=2)(=[O:32])=[O:33])=[CH:7][N:6]=1)[CH3:42] |f:0.1|. Run at temperature 70 celsius, time 14 day. The solvent is C(=O)O (formic acid). Reactants: Cl.C(C)N(C1=NC=C(C(=N1)NC(C(=O)O)CC1=CC=C(C=C1)OC(N(C)C)=O)NCS(=O)(=O)C1=CC=C(C=C1)F)CC (2-{2-diethylamino-5-[(4-fluorobenzenesulfonyl) methylamino]pyrimidin-4-ylamino}-3-(4-dimethylcarbamoyloxyphenyl) propionic acid hydrochloride), C(C)(C)(C)OC(C(CC1=CC=C(C=C1)OC(N(C)C)=O)NC1=NC(=NC=C1NCS(=O)(=O)C1=CC=C(C=C1)F)N(CC)CC)=O (2-{2-diethylamino-5-[(4-fluorobenzenesulfonyl) methylamino]-pyrimidin-4-ylamino}-3-(4-dimethylcarbamoyloxyphenyl) propionic acid t-butyl ester), Cl (HCl). Yield: 96.0%. The product is C(C)N(C1=NC=C(C(=N1)NC(C(=O)O)CC1=CC=C(C=C1)OC(N(C)C)=O)NCS(=O)(=O)C1=CC=C(C=C1)F)CC (2-{2-diethylamino-5-[(4-fluorobenzenesulfonyl)methylamino] pyrimidin-4-ylamino}-3-(4-dimethylcarbamoyloxyphenyl)propionic acid). Reported procedure: General. Flash chromatography was performed using a Biotage Flash 75L, using 800 g KP-Sil silica cartridges (32-63 μM, 60 angstrom, 500-550 m2/g). Rfs are reported for analytical thin layer chromatography, using EM Science Silica Gel F(254) 250 μM thick plates for normal phase, and Watman MKCl 8F 200 μM thick plates for reverse phase. Step 1: Preparation of 2,4-Dichloro-5-nitropyrimidine. 5-Nitrouracil, was treated with phosphorous oxychloride and N,N-dimethylaniline, according to the procedure ... Starting materials: FC([C@@H]1CC[C@H](CC1)NC(C1=C(C=C(C(=C1)[N+](=O)[O-])NC)Cl)=O)(F)F (N-(trans-4-trifluoromethyl-cyclohexyl)-2-chloro-4-methylamino-5-nitro-benzoic acid amide), FC1(CNCC1)F (3,3-difluoro-pyrrolidine), Cl (HCl), CCN(C(C)C)C(C)C (DIPEA). The solvent is O1CCOCC1 (dioxane). The product is FC([C@@H]1CC[C@H](CC1)NC(C1=C(C=C(C(=C1)[N+](=O)[O-])NC)N1CC(CC1)(F)F)=O)(F)F (N-(trans-4-Trifluoromethyl-cyclohexyl)-2-[3,3-difluoro-pyrrolidinyl]-4-methylamino-5-nitro-benzoic acid amide). Reaction SMILES: [F:1][C:2]([F:25])([F:24])[C@H:3]1[CH2:8][CH2:7][C@H:6]([NH:9][C:10](=[O:23])[C:11]2[CH:16]=[C:15]([N+:17]([O-:19])=[O:18])[C:14]([NH:20][CH3:21])=[CH:13][C:12]=2Cl)[CH2:5][CH2:4]1.[F:26][C:27]1([F:32])[CH2:31][CH2:30][NH:29][CH2:28]1.Cl.CCN(C(C)C)C(C)C>O1CCOCC1>[F:1][C:2]([F:25])([F:24])[C@H:3]1[CH2:8][CH2:7][C@H:6]([NH:9][C:10](=[O:23])[C:11]2[CH:16]=[C:15]([N+:17]([O-:19])=[O:18])[C:14]([NH:20][CH3:21])=[CH:13][C:12]=2[N:29]2[CH2:30][CH2:31][C:27]([F:32])([F:26])[CH2:28]2)[CH2:5][CH2:4]1. Procedure: The sub-title compound is prepared in analogy to procedure 6a from N-(trans-4-trifluoromethyl-cyclohexyl)-2-chloro-4-methylamino-5-nitro-benzoic acid amide (190 mg, 0.50 mmol), 3,3-difluoro-pyrrolidine×HCl (143 mg, 1.00 mmol), DIPEA (0.34 mL, 2.0 mmol) and dioxane (10 mL). Starting materials: C1(CCCCC1)C=1C=C(C=O)C=CC1OC (3-Cyclohexyl-4-methoxybenzaldehyde), CC1=C2CC(NC2=CC=C1)=O (4-methyl-2-oxindole). The product is C1(CCCCC1)C=1C=C(C=C2C(NC3=CC=CC(=C23)C)=O)C=CC1OC (3-(3-cyclohexyl-4-methoxybenzylidene)-4-methyl-1,3-dihydroindol-2-one). RXN SMILES: [CH:1]1([C:7]2[CH:8]=[C:9]([CH:12]=[CH:13][C:14]=2[O:15][CH3:16])[CH:10]=O)[CH2:6][CH2:5][CH2:4][CH2:3][CH2:2]1.[CH3:17][C:18]1[CH:26]=[CH:25][CH:24]=[C:23]2[C:19]=1[CH2:20][C:21](=[O:27])[NH:22]2>>[CH:1]1([C:7]2[CH:8]=[C:9]([CH:12]=[CH:13][C:14]=2[O:15][CH3:16])[CH:10]=[C:20]2[C:19]3[C:23](=[CH:24][CH:25]=[CH:26][C:18]=3[CH3:17])[NH:22][C:21]2=[O:27])[CH2:6][CH2:5][CH2:4][CH2:3][CH2:2]1. Procedure details: 3-Cyclohexyl-4-methoxybenzaldehyde was condensed with 4-methyl-2-oxindole to give 0.3 g of 3-(3-cyclohexyl-4-methoxybenzylidene)-4-methyl-1,3-dihydroindol-2-one as a yellow-orange solid. Starting materials: N (ammonia), ClC1=CC=CC=2CC(NC(CC21)=O)=O (6-chloro-1H-3-benzazepine-2,4(3H,5H)-dione), C1CCOC1 (THF), Cl (hydrochloric acid), CO (MeOH). Run at time 2.5 hour. Product: ClC1=CC=CC=2CCN(CCC21)C(=O)OCC (ethyl 6-chloro-1,2,4,5-tetrahydro-3H-3-benzazepine-3-carboxylate). As a reaction SMILES: [Cl:1][C:2]1[C:12]2[CH2:11][C:10](=O)[NH:9][C:8](=O)[CH2:7][C:6]=2[CH:5]=[CH:4][CH:3]=1.C[OH:16].Cl.N.C1[CH2:23][O:22][CH2:21][CH2:20]1>>[Cl:1][C:2]1[C:12]2[CH2:11][CH2:10][N:9]([C:23]([O:22][CH2:21][CH3:20])=[O:16])[CH2:8][CH2:7][C:6]=2[CH:5]=[CH:4][CH:3]=1. Reported procedure: To a solution of 22.5 g of 6-chloro-1H-3-benzazepine-2,4(3H,5H)-dione in 200 ml of THF were added dropwise 38 ml of a 10 M borane-dimethyl sulfide complex at 0° C. for 20 minutes, followed by stirring for 2.5 hours. The reaction mixture was heated and refluxed, and further stirred. To the reaction mixture was added dropwise 30 ml of MeOH under ice-cooling, followed by stirring, and then 30 ml of 4 M hydrochloric acid was added dropwise thereto, followed by heating and refluxing for 1 hour after ... Reactants: CC(=O)[O-], Cl, NO, [Na+], CCOC(=O)CCCCC(=O)c1ccc2ccccc2c1. Yields the product CCOC(=O)CCCCC(=NO)c1ccc2ccccc2c1. Reaction SMILES: [CH3:26][C:27](=[O:28])[O-:29].[ClH:22].[NH2:23][OH:24].[Na+:25].[O:1]=[C:2]([CH2:3][CH2:4][CH2:5][CH2:6][C:7](=[O:8])[O:9][CH2:10][CH3:11])[c:12]1[cH:13][c:14]2[cH:15][cH:16][cH:17][cH:18][c:19]2[cH:20][cH:21]1>>[C:2]([CH2:3][CH2:4][CH2:5][CH2:6][C:7](=[O:8])[O:9][CH2:10][CH3:11])([c:12]1[cH:13][c:14]2[cH:15][cH:16][cH:17][cH:18][c:19]2[cH:20][cH:21]1)=[N:23][OH:24].